From a dataset of the Open Reaction Database (ORD), a public repository of structured organic reaction records. describe an organic reaction: reactants, conditions, products, and yield Reactants: CC1=NOC(=C1B(O)O)C (3,5-dimethylisoxazole-4-boronic acid), C(=O)([O-])[O-].[Na+].[Na+] (Na2CO3), BrC=1C=C2C(N(C(NC2=CC1)=O)C)C1=CC=C(C=C1)Cl (6-Bromo-4-(4-chloro-phenyl)-3-methyl-3,4-dihydro-1H-quinazolin-2-one). Reagents/catalysts: Cl[Pd]Cl (PdCl2). Run in O1CCOCC1 (dioxane). Run at temperature 120 celsius. Yields the product ClC1=CC=C(C=C1)C1N(C(NC2=CC=C(C=C12)C=1C(=NOC1C)C)=O)C (4-(4-Chloro-phenyl)-6-(3,5-dimethyl-isoxazol-4-yl)-3-methyl-3,4-dihydro-1H-quinazolin-2-one). Reaction SMILES: Br[C:2]1[CH:3]=[C:4]2[C:9](=[CH:10][CH:11]=1)[NH:8][C:7](=[O:12])[N:6]([CH3:13])[CH:5]2[C:14]1[CH:19]=[CH:18][C:17]([Cl:20])=[CH:16][CH:15]=1.[CH3:21][C:22]1[C:26](B(O)O)=[C:25]([CH3:30])[O:24][N:23]=1.C([O-])([O-])=O.[Na+].[Na+]>O1CCOCC1.Cl[Pd]Cl>[Cl:20][C:17]1[CH:18]=[CH:19][C:14]([CH:5]2[C:4]3[C:9](=[CH:10][CH:11]=[C:2]([C:26]4[C:22]([CH3:21])=[N:23][O:24][C:25]=4[CH3:30])[CH:3]=3)[NH:8][C:7](=[O:12])[N:6]2[CH3:13])=[CH:15][CH:16]=1 |f:2.3.4|. Procedure details: To a solution of 6-Bromo-4-(4-chloro-phenyl)-3-methyl-3,4-dihydro-1H-quinazolin-2-one (0.2 g, 0.57 mmol) dissolved in dioxane (50 mL) is added 3,5-dimethylisoxazole-4-boronic acid (0.1 g, 0.74 mmol), PdCl2 (0.048 g, 0.057 mmol) and Na2CO3 aq. The mixture is stirred at 120° C. to reflux for 5 hours. Then cooled to RT, concentrated and purified by column chromatography on silica gel to give the desired compound. Reactants: COc1ccc(CN(Cc2ccc(OC)cc2)c2nc(C)nc(-c3ccncc3Nc3ccc(OC)nc3)n2)cc1, O=S(=O)(O)C(F)(F)F, O=C(O)C(F)(F)F, [Na+], O=C([O-])O. Yields the product COc1ccc(Nc2cnccc2-c2nc(C)nc(N)n2)cn1. As a reaction SMILES: [CH3:1][O:2][c:3]1[cH:4][cH:5][c:6]([CH2:7][N:8]([c:9]2[n:10][c:11]([CH3:30])[n:12][c:13](-[c:15]3[c:16]([NH:21][c:22]4[cH:23][n:24][c:25]([O:28][CH3:29])[cH:26][cH:27]4)[cH:17][n:18][cH:19][cH:20]3)[n:14]2)[CH2:31][c:32]2[cH:33][cH:34][c:35]([O:36][CH3:37])[cH:38][cH:39]2)[cH:40][cH:41]1.[F:42][C:43]([F:44])([F:45])[S:46]([OH:47])(=[O:48])=[O:49].[F:50][C:51]([F:52])([F:53])[C:54]([OH:55])=[O:56].[Na+:61].[O-:57][C:58]([OH:59])=[O:60]>>[NH2:8][c:9]1[n:10][c:11]([CH3:30])[n:12][c:13](-[c:15]2[c:16]([NH:21][c:22]3[cH:23][n:24][c:25]([O:28][CH3:29])[cH:26][cH:27]3)[cH:17][n:18][cH:19][cH:20]2)[n:14]1. The reactants are C1(CC1)CBr (cyclopropylmethyl bromide), C([O-])(O)=O.[Na+] (sodium bicarbonate), CC12CCNC(CC3=C1C=C(C=C3)O)C2=O (1,2,3,4,5,6-hexahydro-6-methyl-8-hydroxy-11-oxo-2,6-methano-3-benzazocine). The solvent is CN(C=O)C (N,N-dimethylformamide), CN(C=O)C (N,N-dimethylformamide). Product: C1(CC1)CN1C2CC3=C(C(CC1)(C2=O)C)C=C(C=C3)O (1,2,3,4,5,6-hexahydro-3-cyclopropylmethyl-6-methyl-8-hydroxy-11-oxo-2,6-methano-3-benzazocine). Reaction SMILES: [CH3:1][C:2]12[C:15](=[O:16])[CH:6]([CH2:7][C:8]3[CH:13]=[CH:12][C:11]([OH:14])=[CH:10][C:9]=31)[NH:5][CH2:4][CH2:3]2.[CH:17]1([CH2:20]Br)[CH2:19][CH2:18]1.C(=O)(O)[O-].[Na+]>CN(C)C=O>[CH:17]1([CH2:20][N:5]2[CH2:4][CH2:3][C:2]3([CH3:1])[C:15](=[O:16])[CH:6]2[CH2:7][C:8]2[CH:13]=[CH:12][C:11]([OH:14])=[CH:10][C:9]=23)[CH2:19][CH2:18]1 |f:2.3|. Procedure: A mixture of 1,2,3,4,5,6-hexahydro-6-methyl-8-hydroxy-11-oxo-2,6-methano-3-benzazocine (part A, 0.220 g.), cyclopropylmethyl bromide (0.200 g.) sodium bicarbonate (0.084 g.) and N,N-dimethylformamide (5 ml.) was stirred in a nitrogen atmosphere under reflux (for 2 hr.), then stripped of N,N-dimethylformamide. A solution of the residue in dilute hydrochloric acid (5%) was extracted with ether, neutralized and extracted with ether again. Desiccation and concentration of the latter ether extracts a... Reactants: ClCCl, O=[N+]([O-])c1ccc(CO)c(F)c1. Product: O=Cc1ccc([N+](=O)[O-])cc1F. RXN SMILES: [Cl:13][CH2:14][Cl:15].[F:1][c:2]1[c:3]([CH2:11][OH:12])[cH:4][cH:5][c:6]([N+:8](=[O:9])[O-:10])[cH:7]1>>[F:1][c:2]1[c:3]([CH:11]=[O:12])[cH:4][cH:5][c:6]([N+:8](=[O:9])[O-:10])[cH:7]1. The reactants are CCOC(=O)C1(CCN(CC1)C)C2=CC=CC=C2.Cl (Pethidine hydrochloride), C(CCC)N (butylamine), [OH-].[Na+] (NaOH). Solvent: C(C)OCC (diethyl ether). Product: C(CCC)NC(=O)C1(CCN(CC1)C)C1=CC=CC=C1 (N-Butyl-1-methyl-4-phenyl-4-piperidinecarboxamide). Reaction SMILES: CCO[C:4]([C:6]1([C:13]2[CH:18]=[CH:17][CH:16]=[CH:15][CH:14]=2)[CH2:11][CH2:10][N:9]([CH3:12])[CH2:8][CH2:7]1)=[O:5].Cl.[CH2:20]([NH2:24])[CH2:21][CH2:22][CH3:23].[OH-].[Na+]>C(OCC)C>[CH2:20]([NH:24][C:4]([C:6]1([C:13]2[CH:14]=[CH:15][CH:16]=[CH:17][CH:18]=2)[CH2:7][CH2:8][N:9]([CH3:12])[CH2:10][CH2:11]1)=[O:5])[CH2:21][CH2:22][CH3:23] |f:0.1,3.4|. Procedure: Pethidine hydrochloride (2.56 g, 9 mmol) and butylamine (5 ml) were heated in an autoclave at 180° C. for 3 days. The reaction mixture was shaken between 10 ml of 1N NaOH and diethyl ether and the ether extracts dried (MgSO4). The solvent was evaporated and the residue chromatographed on aluminium oxide with ethyl acetate as eluent. The crystalline product (1.0 g) was recrystallized from n-hexane yielding 0.59 g with m.p. 73°-76.5° C. Starting materials: C(CCC)(=O)C1=CC=C(OC(C(=O)OCC)CCCCCCCC)C=C1 (Ethyl (RS)-2-[4-Butyrylphenoxy]decanoate), [OH-].[Li+] (lithium hydroxide). Yields the product C(CCC)(=O)C1=CC=C(OC(C(=O)O)CCCCCCCC)C=C1 ((RS)-2-[4-Butyrylphenoxy]decanoic Acid). Isolated yield 29.2%. RXN SMILES: [C:1]([C:6]1[CH:26]=[CH:25][C:9]([O:10][CH:11]([CH2:17][CH2:18][CH2:19][CH2:20][CH2:21][CH2:22][CH2:23][CH3:24])[C:12]([O:14]CC)=[O:13])=[CH:8][CH:7]=1)(=[O:5])[CH2:2][CH2:3][CH3:4].[OH-].[Li+]>>[C:1]([C:6]1[CH:26]=[CH:25][C:9]([O:10][CH:11]([CH2:17][CH2:18][CH2:19][CH2:20][CH2:21][CH2:22][CH2:23][CH3:24])[C:12]([OH:14])=[O:13])=[CH:8][CH:7]=1)(=[O:5])[CH2:2][CH2:3][CH3:4] |f:1.2|. Procedure details: 1-[4-Hydroxyphenyl]-1-butanone (328 mg, 2.0 mmol) and ethyl (RS)-2-bromodecanoate (614 mg, 2.2 mmol) were reacted according to the procedure used for the preparation of I to give Ethyl (RS)-2-[4-Butyrylphenoxy]decanoate (616 mg, 85%) as a clear, colourless oil. 1H NMR (400 MHz, CDCl3): δ 7.88 (d, J=9.0 Hz, 2H), 6.86 (d, J=9.0 Hz, 2H), 4.64 (dd, J=5.7, 6.8 Hz, 1H), 4.17 (q, J=7.2 Hz, 2H), 2.83 (t, J=7.3 Hz, 2H), 1.85-1.99 (m, 2H), 1.65-1.75 (m, 2H), 1.39-1.44 (m, 2H), 1.22-1.34 (m, 10H), 1.20 (t,...